describe an organic reaction: reactants, conditions, products, and yield From a dataset of the Open Reaction Database (ORD), a public repository of structured organic reaction records. The product is ClC1=NC=NC(=C1C=NO)Cl (4,6-dichloropyrimidine-5-carbaldehyde oxime). The reactants are ClC1=NC=NC(=C1C=O)Cl (4,6-dichloropyrimidine-5-carbaldehyde), CC(=O)[O-].[Na+] (NaOAc), NO.Cl (NH2OH.HCl). Reaction SMILES: [Cl:1][C:2]1[C:7]([CH:8]=O)=[C:6]([Cl:10])[N:5]=[CH:4][N:3]=1.CC([O-])=O.[Na+].[NH2:16][OH:17].Cl>CCO>[Cl:1][C:2]1[C:7]([CH:8]=[N:16][OH:17])=[C:6]([Cl:10])[N:5]=[CH:4][N:3]=1 |f:1.2,3.4|. Solvent: CCO (EtOH). Reaction conditions: time 2 hour. Reported procedure: A mixture of 4,6-dichloropyrimidine-5-carbaldehyde (8.00 g, 44.8 mmol), NaOAc (3.7 g, 1.0 eq) and NH2OH.HCl (3.1 g, 1.0 eq) in EtOH (320 mL) was stirred at rt for 2 h. The reaction mixture was filtered, concd and purified by column chromatography on silica gel (dry loading, first DCM then DCM/EtOAc, 1/9) to give 4,6-dichloropyrimidine-5-carbaldehyde oxime as a white solid. The reactants are C(O)([O-])=O.[Na+] (sodium hydrogen carbonate), CC1C2(CCC2)COC2(O1)CCC(CC2)N2C=1N(C(=C(C2=O)CC2=CC=C(C=C2)C=2C(=CC=CC2)C#N)CCC)N=CN1 (4′-{[4-(5-methyl-6,13-dioxadispiro[3.2.5.2]tetradec-10-yl)-5-oxo-7-propyl-4,5-dihydro[1,2,4]triazolo[1,5-a]pyrimidin-6-yl]methyl}biphenyl-2-carbonitrile), [B-]C#N.[Na+] (sodium cyanotrihydroborate), S(=O)(=O)([O-])[O-].[Mg+2] (magnesium sulfate). Solvent: O1CCCC1 (tetrahydrofuran). Conditions: time 10 minute. The product is C(=O)C1(CCC1)C(C)OC1CCC(CC1)N1C=2N(C(=C(C1=O)CC1=CC=C(C=C1)C=1C(=CC=CC1)C#N)CCC)N=CN2 (4′-[(4-{4-[1-(1-formylcyclobutyl)ethoxy]cyclohexyl}-5-oxo-7-propyl-4,5-dihydro[1,2,4]triazolo[1,5-a]pyrimidin-6-yl)methyl]biphenyl-2-carbonitrile), compound. Yield: 47.0%. RXN SMILES: [CH3:1][CH:2]1[O:10][C:9]2([CH2:15][CH2:14][CH:13]([N:16]3[C:21](=[O:22])[C:20]([CH2:23][C:24]4[CH:29]=[CH:28][C:27]([C:30]5[C:31]([C:36]#[N:37])=[CH:32][CH:33]=[CH:34][CH:35]=5)=[CH:26][CH:25]=4)=[C:19]([CH2:38][CH2:39][CH3:40])[N:18]4[N:41]=[CH:42][N:43]=[C:17]34)[CH2:12][CH2:11]2)[O:8][CH2:7][C:3]21[CH2:6][CH2:5][CH2:4]2.[B-]C#N.[Na+].S([O-])([O-])(=O)=O.[Mg+2].C(=O)([O-])O.[Na+]>O1CCCC1>[CH:7]([C:3]1([CH:2]([O:10][CH:9]2[CH2:15][CH2:14][CH:13]([N:16]3[C:21](=[O:22])[C:20]([CH2:23][C:24]4[CH:25]=[CH:26][C:27]([C:30]5[C:31]([C:36]#[N:37])=[CH:32][CH:33]=[CH:34][CH:35]=5)=[CH:28][CH:29]=4)=[C:19]([CH2:38][CH2:39][CH3:40])[N:18]4[N:41]=[CH:42][N:43]=[C:17]34)[CH2:12][CH2:11]2)[CH3:1])[CH2:6][CH2:5][CH2:4]1)=[O:8] |f:1.2,3.4,5.6|. Reported procedure: A mixture of 4′-{[4-(5-methyl-6,13-dioxadispiro[3.2.5.2]tetradec-10-yl)-5-oxo-7-propyl-4,5-dihydro[1,2,4]triazolo[1,5-a]pyrimidin-6-yl]methyl}biphenyl-2-carbonitrile (15.33 g), sodium cyanotrihydroborate (7.01 g), anhydrous magnesium sulfate (12.76 g) and tetrahydrofuran (330 mL) was stirred at room temperature for 10 min. Then, boron trifluoride-diethyl ether complex (13.4 mL) was added dropwise, and the mixture was stirred under an argon atmosphere at 50° C. for 8 hr. The reaction mixture was ... Starting materials: C1(C=2C(C(N1CCCC(C(=O)OC(C)(C)C)(C(=O)OC(C)(C)C)CCCN1C(C=3C(C1=O)=CC=CC3)=O)=O)=CC=CC2)=O (di-tert-butyl bis(3-phthalimidopropyl)malonate), CC=1C=CC(=CC1)S(=O)(=O)O (PTSA). The solvent is C1(=CC=CC=C1)C (toluene). Yields the product C1(C=2C(C(N1CCCC(C(=O)O)CCCN1C(C=3C(C1=O)=CC=CC3)=O)=O)=CC=CC2)=O (Bis(3-phthalimidopropyl)acetic acid). Isolated yield 86.3%. As a reaction SMILES: [C:1]1(=[O:43])[N:5]([CH2:6][CH2:7][CH2:8][C:9]([CH2:24][CH2:25][CH2:26][N:27]2[C:31](=[O:32])[C:30]3=[CH:33][CH:34]=[CH:35][CH:36]=[C:29]3[C:28]2=[O:37])(C(OC(C)(C)C)=O)[C:10]([O:12]C(C)(C)C)=[O:11])[C:4](=[O:38])[C:3]2=[CH:39][CH:40]=[CH:41][CH:42]=[C:2]12.CC1C=CC(S(O)(=O)=O)=CC=1>C1(C)C=CC=CC=1>[C:28]1(=[O:37])[N:27]([CH2:26][CH2:25][CH2:24][CH:9]([CH2:8][CH2:7][CH2:6][N:5]2[C:4](=[O:38])[C:3]3=[CH:39][CH:40]=[CH:41][CH:42]=[C:2]3[C:1]2=[O:43])[C:10]([OH:12])=[O:11])[C:31](=[O:32])[C:30]2=[CH:33][CH:34]=[CH:35][CH:36]=[C:29]12. Procedure details: A mixture of di-tert-butyl Bis(3-phthalimidopropyl)malonate (Step A) (6 g, 10.16 mmol), a catalytic amount of PTSA in 60 mL of toluene is heated to reflux for 4 hours. The reaction is cooled and a solid is filtered and dried. The solid is heated neat (under a nitrogen atmosphere) for 2 hours. From this procedure 3.81 g of Bis(3-phthalimidopropyl)acetic acid is isolated. The reactants are C(C)O (Ethanol), CN1C=CC2=CC=C(C=C12)C(=O)O (1-methyl-1H-indole-6-carboxylic acid), 1-ethyl-3-(3dimethyl-aminopropyl)carbodiimide hydrochloride. The solvent is C(Cl)Cl (methylene chloride), C(Cl)Cl (methylene chloride). Run at time 15 hour. Yields the product C(C)OC(=O)C1=CC=C2C=CN(C2=C1)C (1-methyl-1H-indole-6-carboxylic acid ethyl ester). Isolated yield 89.0%. As a reaction SMILES: [CH3:1][N:2]1[C:10]2[C:5](=[CH:6][CH:7]=[C:8]([C:11]([OH:13])=[O:12])[CH:9]=2)[CH:4]=[CH:3]1.[CH2:14](O)[CH3:15]>C(Cl)Cl>[CH2:14]([O:12][C:11]([C:8]1[CH:9]=[C:10]2[C:5]([CH:4]=[CH:3][N:2]2[CH3:1])=[CH:6][CH:7]=1)=[O:13])[CH3:15]. Procedure details: A solution of 1.05 g (6.0 mmol) of 1-methyl-1H-indole-6-carboxylic acid in 15 mL of methylene chloride was added to a stirring solution of 1.905 g (10 mmole) of 1-ethyl-3-(3dimethyl-aminopropyl)carbodiimide hydrochloride, 1.20 g (10 mmole) of 4-dirmethylaminopyridine in 20 mL of methylene chloride at room temperature. Ethanol was added and the reaction stirred for 15 h. The reaction mixture was extracted with ethyl acetate, the organic phase was washed with brine and dried on anhydrous magnesium...